The task is: describe an organic reaction: reactants, conditions, products, and yield. This data is from the Open Reaction Database (ORD), a public repository of structured organic reaction records. Reactants: COc1ccc(B(O)O)cc1 (effective_coupling_partner), CC(C)(C)OC(=O)Oc2ccc1ccccc1c2 (substrate). Reagents/catalysts: PCy3. Reaction conditions: temperature 130 celsius, time 24 hour. The product is COc3ccc(c2ccc1ccccc1c2)cc3. Reaction SMILES: [CH3:65][CH2:66][O:67][C:68](=[O:69])[CH3:70].[Cl:59][CH2:60][Cl:61].[F:1][c:2]1[cH:3][cH:4][c:5](-[c:8]2[n:9][n:10]([C:33]([c:34]3[cH:35][cH:36][cH:37][cH:38][cH:39]3)([c:40]3[cH:41][cH:42][cH:43][cH:44][cH:45]3)[c:46]3[cH:47][cH:48][cH:49][cH:50][cH:51]3)[cH:11][c:12]2-[c:13]2[cH:14][cH:15][c:16]3[n:17]([cH:18]2)[c:19](-[c:22]2[cH:23][cH:24][c:25]([NH:28][S:29](=[O:30])(=[O:31])[CH3:32])[cH:26][cH:27]2)[cH:20][n:21]3)[cH:6][cH:7]1.[Na+:63].[OH-:62].[OH2:64].[OH:52][C:53]([C:54]([F:55])([F:56])[F:57])=[O:58]>>[F:1][c:2]1[cH:3][cH:4][c:5](-[c:8]2[n:9][nH:10][cH:11][c:12]2-[c:13]2[cH:14][cH:15][c:16]3[n:17]([cH:18]2)[c:19](-[c:22]2[cH:23][cH:24][c:25]([NH:28][S:29](=[O:30])(=[O:31])[CH3:32])[cH:26][cH:27]2)[cH:20][n:21]3)[cH:6][cH:7]1. Reactants: CCOC(C)=O, ClCCl, CS(=O)(=O)Nc1ccc(-c2cnc3ccc(-c4cn(C(c5ccccc5)(c5ccccc5)c5ccccc5)nc4-c4ccc(F)cc4)cn23)cc1, [Na+], [OH-], O, O=C(O)C(F)(F)F. Product: CS(=O)(=O)Nc1ccc(-c2cnc3ccc(-c4c[nH]nc4-c4ccc(F)cc4)cn23)cc1. Reactants: B(Br)(Br)Br (BBr3), ClC=1C=C(C=C(C1)OC1=C(C=CC=C1)OC)/C=C/C#N ((E)-3-(3-chloro-5-(2-methoxyphenoxy)phenyl)acrylonitrile). Run in C(Cl)Cl (CH2Cl2). Conditions: time 1 hour. Product: ClC=1C=C(C=C(C1)OC1=C(C=CC=C1)O)/C=C/C#N ((E)-3-(3-chloro-5-(2-hydroxyphenoxy)phenyl)acrylonitrile). Yield: 28.6%. RXN SMILES: B(Br)(Br)Br.[Cl:5][C:6]1[CH:7]=[C:8](/[CH:21]=[CH:22]/[C:23]#[N:24])[CH:9]=[C:10]([O:12][C:13]2[CH:18]=[CH:17][CH:16]=[CH:15][C:14]=2[O:19]C)[CH:11]=1>C(Cl)Cl>[Cl:5][C:6]1[CH:7]=[C:8](/[CH:21]=[CH:22]/[C:23]#[N:24])[CH:9]=[C:10]([O:12][C:13]2[CH:18]=[CH:17][CH:16]=[CH:15][C:14]=2[OH:19])[CH:11]=1. Procedure: A solution of BBr3 (9.0 mmol, 1M in CH2Cl2) was added dropwise to a solution of 10 (1.8 mmol) in dry CH2Cl2 (4.0 mL) under N2 at −78° C. The reaction mixture was stirred at this temperature for 1 h. After this period, the reaction was allowed to warm to room temperature and stirred for 12 h. After reaction completion, the solution was quenched with methanol, and concentrated in vacuo. The residue was extracted with CH2Cl2 and washed with a solution of NaHCO3. The combined organic layer was washe...